Dataset: the Open Reaction Database (ORD), a public repository of structured organic reaction records. Task: describe an organic reaction: reactants, conditions, products, and yield The product is O=C(Cl)c1csc(=O)[nH]1. RXN SMILES: [C:1](=[O:2])([OH:3])[c:4]1[nH:5][c:6](=[O:9])[s:7][cH:8]1.[S:10]([Cl:11])([Cl:12])=[O:13]>>[C:1](=[O:2])([c:4]1[nH:5][c:6](=[O:9])[s:7][cH:8]1)[Cl:12]. The reactants are O=C(O)c1csc(=O)[nH]1, O=S(Cl)Cl. The reactants are C(C)(C)(C)OC(=O)N1[C@H](C(=O)NCCC2=CC=CC=C2)CCC1 (1-(tert-butyloxycarbonyl)-N-(2-phenylethyl)-L-prolinamide), C(C)(=O)OCC.Cl (ethyl acetate hydrogen chloride). The solvent is CCOCC (ether). The product is Cl.C1(=CC=CC=C1)CCNC([C@H]1NCCC1)=O (N-(2-phenylethyl)-L-prolinamide hydrochloride). RXN SMILES: C(OC([N:8]1[CH2:23][CH2:22][CH2:21][C@H:9]1[C:10]([NH:12][CH2:13][CH2:14][C:15]1[CH:20]=[CH:19][CH:18]=[CH:17][CH:16]=1)=[O:11])=O)(C)(C)C.C(OCC)(=O)C.[ClH:30]>CCOCC>[ClH:30].[C:15]1([CH2:14][CH2:13][NH:12][C:10](=[O:11])[C@@H:9]2[CH2:21][CH2:22][CH2:23][NH:8]2)[CH:16]=[CH:17][CH:18]=[CH:19][CH:20]=1 |f:1.2,4.5|. Procedure: A solution of 1-(tert-butyloxycarbonyl)-N-(2-phenylethyl)-L-prolinamide (2.46 g.) in ethyl acetate-hydrogen chloride (3.9 N, 30 ml.) was stirred for 20 minutes at room temperature, then diluted with ether (to about 200 ml.). The solvents were decanted from the resulting gum, which was triturated with ether, affording crystalline N-(2-phenylethyl)-L-prolinamide hydrochloride (1.91 g., m.r. 147°-150° ). Reactants: Na, CO (methanol), ClC1=C(OC(C(=O)OC)C(=O)OC)C=C(C=C1)OC (dimethyl (2-chloro-5-methoxy-phenoxy)-malonate), NC(=S)N (thiourea). Conditions: time 2 hour. Yields the product ClC1=C(OC=2C(=NC(=NC2O)SC)O)C=C(C=C1)OC (5-(2-chloro-5-methoxy-phenoxy)-4,6-dihydroxy-2-methylsulfanyl-pyrimidine). RXN SMILES: [Cl:1][C:2]1[CH:17]=[CH:16][C:15]([O:18][CH3:19])=[CH:14][C:3]=1[O:4][CH:5]([C:10](OC)=[O:11])[C:6](OC)=[O:7].[NH2:20][C:21]([NH2:23])=[S:22].[CH3:24]O>>[Cl:1][C:2]1[CH:17]=[CH:16][C:15]([O:18][CH3:19])=[CH:14][C:3]=1[O:4][C:5]1[C:10]([OH:11])=[N:20][C:21]([S:22][CH3:24])=[N:23][C:6]=1[OH:7]. Procedure: A solution of 230 mg of Na methylate in 15 ml of methanol, 1.45 g of dimethyl (2-chloro-5-methoxy-phenoxy)-malonate and 381 mg of thiourea was held at reflux for 5 hours. Then, the solvent was distilled off and the residue was dissolved in 10 ml of H2O. 630 mg of dimethyl sulfate were added to this solution and it was stirred at room temperature for 2 hours. 300 mg of acetic acid were then added, whereby the 5-(2-chloro-5-methoxy-phenoxy)-4,6-dihydroxy-2-methylsulfanyl-pyrimidine which formed se... The reactants are FC1=CC=C(C=C1)C1=NN2COCCC2=C1C1=NC(=NC=C1)S(=O)(=O)C (2-(4-fluorophenyl)-4,5-dihydro-3-[2-(methylsulfonyl)-4-pyrimidinyl]-7H-pyrazolo[1,5-c][1,3]oxazine), FC1=CC=C(C=C1)C1=NN2COCCC2=C1C1=NC(=NC=C1)S(=O)(=O)C (2-(4-fluorophenyl)-4,5-dihydro-3-[2-(methylsulfonyl)-4-pyrimidinyl]-7H-pyrazolo[1,5-c][1,3]oxazine), C(C)(C)N (isopropylamine). Run in C(Cl)(Cl)Cl (chloroform). Product: FC1=CC=C(C=C1)C1=NN2COCCC2=C1C1=NC(=NC=C1)NC(C)C (4-[2-(4-fluorophenyl)-4,5-dihydro-7H-pyrazolo[1,5-c][1,3]oxazin-3-yl]-N-(1-methylethyl)-2-pyrimidinamine). As a reaction SMILES: [F:1][C:2]1[CH:7]=[CH:6][C:5]([C:8]2[C:16]([C:17]3[CH:22]=[CH:21][N:20]=[C:19](S(C)(=O)=O)[N:18]=3)=[C:15]3[N:10]([CH2:11][O:12][CH2:13][CH2:14]3)[N:9]=2)=[CH:4][CH:3]=1.[CH:27]([NH2:30])([CH3:29])[CH3:28]>C(Cl)(Cl)Cl>[F:1][C:2]1[CH:7]=[CH:6][C:5]([C:8]2[C:16]([C:17]3[CH:22]=[CH:21][N:20]=[C:19]([NH:30][CH:27]([CH3:29])[CH3:28])[N:18]=3)=[C:15]3[N:10]([CH2:11][O:12][CH2:13][CH2:14]3)[N:9]=2)=[CH:4][CH:3]=1. Procedure: A solution of 2-(4-fluorophenyl)-4,5-dihydro-3-[2-(methylsulfonyl)-4-pyrimidinyl]-7H-pyrazolo[1,5-c][1,3]oxazine (i.e. the product of Step E) (0.15 g, 0.4 mmol) and isopropylamine (0.95 g, 16 mmol) in 2.5 mL of chloroform in a sealed tube was heated in a microwave reactor for 1 h at 120° C. The reaction mixture was then concentrated under reduced pressure and purified by medium pressure liquid chromatography using 0-100% ethyl acetate in hexanes as eluant to give 100 mg of the title product, a c... As a reaction SMILES: [C:1]1([N:7]2[C:11]([C:12]3[CH:17]=[CH:16][CH:15]=[CH:14][CH:13]=3)=[C:10]([CH2:18][C:19]([OH:21])=[O:20])[C:9]([C:22]3[CH:27]=[CH:26][CH:25]=[CH:24][CH:23]=3)=[N:8]2)[CH:6]=[CH:5][CH:4]=[CH:3][CH:2]=1.P(Cl)(Cl)(Cl)=O.[C:33](=[O:36])([O-])[O-:34].[Na+].[Na+]>C1C=CC=CC=1>[C:33]([C:1]1[CH:6]=[CH:5][CH:4]=[CH:3][C:2]=1[O:20][C:19](=[O:21])[CH2:18][C:10]1[C:9]([C:22]2[CH:23]=[CH:24][CH:25]=[CH:26][CH:27]=2)=[N:8][N:7]([C:1]2[CH:2]=[CH:3][CH:4]=[CH:5][CH:6]=2)[C:11]=1[C:12]1[CH:17]=[CH:16][CH:15]=[CH:14][CH:13]=1)([OH:34])=[O:36] |f:2.3.4|. Solvent: C1=CC=CC=C1 (benzene). The reactants are C1(=CC=CC=C1)N1N=C(C(=C1C1=CC=CC=C1)CC(=O)O)C1=CC=CC=C1 (1,3,5-triphenyl-pyrazol-4-acetic acid), P(=O)(Cl)(Cl)Cl (phosphorus oxychloride), C([O-])([O-])=O.[Na+].[Na+] (sodium carbonate). Reported procedure: 7.0 grams 1,3,5-triphenyl-pyrazol-4-acetic acid, 3.1 grams phosphorus oxychloride and 40 milliliters benzene were mixed and the mixture was heated to the boiling temperature under reflux for 2 hours. The reaction mixture was then poured on ice, the pH adjusted to 6 by the addition of dilute aqueous sodium carbonate solution. The benzene solution was separated, washed with water, dried over anhydrous magnesium sulfate, and evaporated. The residue, consisting of 1,3,5-triphenyl-pyrazol-4-acetylchl... The yield is 54.0%. Reaction conditions: time 25 minute. Yields the product C(=O)(O)C1=C(C=CC=C1)OC(CC=1C(=NN(C1C1=CC=CC=C1)C1=CC=CC=C1)C1=CC=CC=C1)=O (1,3,5-triphenyl-pyrazol-4-acetic acid-(2-carboxyphenyl)-ester). Procedure details: The product from Example 59A (0.061 g, 0.212 mmol), the product from Example 60E (0.08 g, 0.212 mmol), tris(dibenzylideneacetone)dipalladium(0) (5.8 mg, 6.35 μmol), 1,3,5,7-tetramethyl-6-phenyl-2,4,8-trioxa-6-phosphaadamante (6.2 mg, 0.021 mmol) and potassium phosphate (0.157 g, 0.74 mmol) were combined and sparged with argon for 15 minutes. Meanwhile a solution of 4:1 dioxane/water (2 mL) was sparged with nitrogen for 15 minutes and transferred by syringe into the reaction vessel under argon. T... The reactants are COC=1N=CC=C2C1N(C=C2B2OC(C(O2)(C)C)(C)C)C (7-methoxy-1-methyl-3-(4,4,5,5-tetramethyl-1,3,2-dioxaborolan-2-yl)-1H-pyrrolo[2,3-c]pyridine), BrC=1C(=NC=C(C1)CS(=O)(=O)C)OC1=C(C=C(C=C1)F)F (3-bromo-2-(2,4-difluorophenoxy)-5-(methylsulfonylmethyl)pyridine), P(=O)([O-])([O-])[O-].[K+].[K+].[K+] (potassium phosphate). Reagents/catalysts: C=1C=CC(=CC1)/C=C/C(=O)/C=C/C2=CC=CC=C2.C=1C=CC(=CC1)/C=C/C(=O)/C=C/C2=CC=CC=C2.C=1C=CC(=CC1)/C=C/C(=O)/C=C/C2=CC=CC=C2.[Pd].[Pd] (tris(dibenzylideneacetone)dipalladium(0)). Run at temperature 60 celsius, time 2 hour. As a reaction SMILES: [CH3:1][O:2][C:3]1[N:4]=[CH:5][CH:6]=[C:7]2[C:11](B3OC(C)(C)C(C)(C)O3)=[CH:10][N:9]([CH3:21])[C:8]=12.Br[C:23]1[C:24]([O:34][C:35]2[CH:40]=[CH:39][C:38]([F:41])=[CH:37][C:36]=2[F:42])=[N:25][CH:26]=[C:27]([CH2:29][S:30]([CH3:33])(=[O:32])=[O:31])[CH:28]=1.P([O-])([O-])([O-])=O.[K+].[K+].[K+]>C1C=CC(/C=C/C(/C=C/C2C=CC=CC=2)=O)=CC=1.C1C=CC(/C=C/C(/C=C/C2C=CC=CC=2)=O)=CC=1.C1C=CC(/C=C/C(/C=C/C2C=CC=CC=2)=O)=CC=1.[Pd].[Pd]>[F:42][C:36]1[CH:37]=[C:38]([F:41])[CH:39]=[CH:40][C:35]=1[O:34][C:24]1[C:23]([C:11]2[C:7]3[C:8](=[C:3]([O:2][CH3:1])[N:4]=[CH:5][CH:6]=3)[N:9]([CH3:21])[CH:10]=2)=[CH:28][C:27]([CH2:29][S:30]([CH3:33])(=[O:32])=[O:31])=[CH:26][N:25]=1 |f:2.3.4.5,6.7.8.9.10|. Product: FC1=C(OC2=NC=C(C=C2C2=CN(C3=C(N=CC=C32)OC)C)CS(=O)(=O)C)C=CC(=C1)F (3-(2-(2,4-difluorophenoxy)-5-(methylsulfonylmethyl)pyridin-3-yl)-7-methoxy-1-methyl-1H-pyrrolo[2,3-c]pyridine). The yield is 102.7%. Reactants: CCCCC, O=C1c2cc([N+](=O)[O-])ccc2C(=O)c2c1cccc2[N+](=O)[O-], N. Product: Nc1cccc2c1C(=O)c1ccc([N+](=O)[O-])cc1C2=O. RXN SMILES: [CH3:24][CH2:25][CH2:26][CH2:27][CH3:28].[N+:1]([O-:2])(=[O:3])[c:4]1[cH:5][cH:6][cH:7][c:8]2[c:17]1[C:16](=[O:18])[c:15]1[c:10]([cH:11][c:12]([N+:19](=[O:20])[O-:21])[cH:13][cH:14]1)[C:9]2=[O:22].[NH3:23]>>[NH2:1][c:4]1[cH:5][cH:6][cH:7][c:8]2[c:17]1[C:16](=[O:18])[c:15]1[c:10]([cH:11][c:12]([N+:19](=[O:20])[O-:21])[cH:13][cH:14]1)[C:9]2=[O:22]. The reactants are [OH-].[Na+] (sodium hydroxide), BrC=1C=C(C=CC1)NC1=NC=NC2=CC=C(C=C12)NC(/C=C/C(=O)OCC)=O (4-[[4-[(3-Bromophenyl)amino]-6-quinazolinyl]amino]-4-oxo-(E)-2-butenoic acid, ethyl ester), Cl (hydrochloric acid). The solvent is C(C)O (ethanol). The product is BrC=1C=C(C=CC1)NC1=NC=NC2=CC=C(C=C12)NC(/C=C/C(=O)O)=O (4-[[4-[(3-Bromophenyl)amino]-6-quinazolinyl]amino]-4-oxo-(E)-2-butenoic acid). The yield is 45.0%. RXN SMILES: [OH-].[Na+].[Br:3][C:4]1[CH:5]=[C:6]([NH:10][C:11]2[C:20]3[C:15](=[CH:16][CH:17]=[C:18]([NH:21][C:22](=[O:30])/[CH:23]=[CH:24]/[C:25]([O:27]CC)=[O:26])[CH:19]=3)[N:14]=[CH:13][N:12]=2)[CH:7]=[CH:8][CH:9]=1.Cl>C(O)C>[Br:3][C:4]1[CH:5]=[C:6]([NH:10][C:11]2[C:20]3[C:15](=[CH:16][CH:17]=[C:18]([NH:21][C:22](=[O:30])/[CH:23]=[CH:24]/[C:25]([OH:27])=[O:26])[CH:19]=3)[N:14]=[CH:13][N:12]=2)[CH:7]=[CH:8][CH:9]=1 |f:0.1|. Procedure details: A 2.5 ml portion of 10 N aqueous sodium hydroxide was added to 2.3 g of 4-[[4-[(3-bromophenyl) amino]-6-quinazolinyl]amino]-4-oxo-(E)-2-butenoic acid ethyl ester (Example 5) in 25 ml of ethanol. After stirring for an hour, 2.1 ml of concentrated hydrochloric acid was added, and the reaction was stirred an additional 2 hours. The resulting solid was recrystallized from n-butanol to give 0.97 g of 4-[[4-[(3-Bromophenyl)amino]-6-quinazolinyl]amino]-4-oxo-(E)-2-butenoic acid: mass spectrum (m/e): M+... Reactants: O=C(O)CCCC1C(=O)OCN1C(=O)OCc1ccccc1, O=S(Cl)Cl. Product: O=C(Cl)CCCC1C(=O)OCN1C(=O)OCc1ccccc1. Reaction SMILES: [C:1](=[O:2])([OH:3])[CH2:4][CH2:5][CH2:6][CH:7]1[N:8]([C:13](=[O:14])[O:15][CH2:16][c:17]2[cH:18][cH:19][cH:20][cH:21][cH:22]2)[CH2:9][O:10][C:11]1=[O:12].[S:23]([Cl:24])([Cl:25])=[O:26]>>[C:1](=[O:2])([CH2:4][CH2:5][CH2:6][CH:7]1[N:8]([C:13](=[O:14])[O:15][CH2:16][c:17]2[cH:18][cH:19][cH:20][cH:21][cH:22]2)[CH2:9][O:10][C:11]1=[O:12])[Cl:25]. Starting materials: COC1=C(C=CC2=CC=C(C=C12)OC)C(=O)O (1,7-dimethoxy-2-naphthalenecarboxylic acid), C1=CN(C=N1)C(=O)N2C=CN=C2 (N,N-carbonyldiimidazole), CCCCCC (hexane), [NH4+].[OH-] (NH4OH). Run in C1CCOC1 (THF). Reaction conditions: time 1.5 hour. The product is COC1=C(C=CC2=CC=C(C=C12)OC)C(=O)N (1,7-dimethoxy-2-naphthalenecarboxamide). The yield is 49.0%. RXN SMILES: [CH3:1][O:2][C:3]1[C:12]2[C:7](=[CH:8][CH:9]=[C:10]([O:13][CH3:14])[CH:11]=2)[CH:6]=[CH:5][C:4]=1[C:15]([OH:17])=O.C1N=C[N:20](C(N2C=NC=C2)=O)C=1.[NH4+].[OH-].CCCCCC>C1COCC1>[CH3:1][O:2][C:3]1[C:12]2[C:7](=[CH:8][CH:9]=[C:10]([O:13][CH3:14])[CH:11]=2)[CH:6]=[CH:5][C:4]=1[C:15]([NH2:20])=[O:17] |f:2.3|. Reported procedure: To a room temperature solution of 1,7-dimethoxy-2-naphthalenecarboxylic acid (131 mg, 0.56 mmol) in 3 mL of THF is added N,N-carbonyldiimidazole (105 mg, 0.65 mmol). The solution is heated at reflux for 2.5 hours and cooled slightly. Aqueous NH4OH (1 mL) is added and the reaction mixture is stirred at room temperature for 1.5 hours, then poured into 1:1 hexane:ethyl acetate and washed with brine. The organic layer is dried over MgSO4, filtered, and concentrated in vacuo. The crude product is chr...